This data is from the Open Reaction Database (ORD), a public repository of structured organic reaction records. The task is: describe an organic reaction: reactants, conditions, products, and yield Reactants: C(=O)(O)CN(CC(=O)O)C1=CC(=CC(=C1)OCCCCCCCCCCCCCCCCCC)[N+](=O)[O-] (N-(carboxymethyl)-N-[3-nitro-5-(octadecyloxy)phenyl]glycine). Reagents/catalysts: [Pd] (palladium on carbon). The solvent is C1CCOC1 (THF), CN(C)C=O (DMF). Conditions: time 4 hour. The product is C(=O)(O)CN(CC(=O)O)C1=CC(=CC(=C1)OCCCCCCCCCCCCCCCCCC)N (N-(carboxymethyl)-N-[3-amino-5-(octadecyloxy)phenyl]glycine). The yield is 44.2%. As a reaction SMILES: [C:1]([CH2:4][N:5]([C:10]1[CH:15]=[C:14]([O:16][CH2:17][CH2:18][CH2:19][CH2:20][CH2:21][CH2:22][CH2:23][CH2:24][CH2:25][CH2:26][CH2:27][CH2:28][CH2:29][CH2:30][CH2:31][CH2:32][CH2:33][CH3:34])[CH:13]=[C:12]([N+:35]([O-])=O)[CH:11]=1)[CH2:6][C:7]([OH:9])=[O:8])([OH:3])=[O:2]>[Pd].C1COCC1.CN(C=O)C>[C:1]([CH2:4][N:5]([C:10]1[CH:15]=[C:14]([O:16][CH2:17][CH2:18][CH2:19][CH2:20][CH2:21][CH2:22][CH2:23][CH2:24][CH2:25][CH2:26][CH2:27][CH2:28][CH2:29][CH2:30][CH2:31][CH2:32][CH2:33][CH3:34])[CH:13]=[C:12]([NH2:35])[CH:11]=1)[CH2:6][C:7]([OH:9])=[O:8])([OH:3])=[O:2]. Reported procedure: A mixture of 0.6 g of N-(carboxymethyl)-N-[3-nitro-5-(octadecyloxy)phenyl]glycine and 0.2 g of 10% palladium on carbon in 170 ml of THF and 10 ml of DMF was stirred in ahydrogen atmosphere at room temperature until uptake ceased after 4 hours. The reaction mixture was heated to dissolve the precipitated product and the catalyst was removed by filtration. The filtrate was concentrated at reduced pressure and the solid residue was dissolved in THF and the solution was passed through a SEP-PAK sili...